Dataset: the Open Reaction Database (ORD), a public repository of structured organic reaction records. Task: describe an organic reaction: reactants, conditions, products, and yield Starting materials: BrC1=CC=C2C(C(C3=C(OC4(CCNCC4)CS3)C2=C1)=O)=O (9-bromospiro[naphtho[1,2-b][1,4]oxathiine-2,4′-piperidine]-5,6-dione), BrCC1=CC=C(C=C1)F (1-(bromomethyl)-4-fluorobenzene). Yields the product BrC1=CC=C2C(C(C3=C(OC4(CCN(CC4)CC4=CC=C(C=C4)F)CS3)C2=C1)=O)=O (9-bromo-1′-(4-fluorobenzyl)spiro[naphtho[1,2-b][1,4]oxathiine-2,4′-piperidine]-5,6-dione). RXN SMILES: [Br:1][C:2]1[CH:20]=[C:19]2[C:5]([C:6](=[O:22])[C:7](=[O:21])[C:8]3[S:18][CH2:17][C:11]4([CH2:16][CH2:15][NH:14][CH2:13][CH2:12]4)[O:10][C:9]=32)=[CH:4][CH:3]=1.Br[CH2:24][C:25]1[CH:30]=[CH:29][C:28]([F:31])=[CH:27][CH:26]=1>>[Br:1][C:2]1[CH:20]=[C:19]2[C:5]([C:6](=[O:22])[C:7](=[O:21])[C:8]3[S:18][CH2:17][C:11]4([CH2:16][CH2:15][N:14]([CH2:24][C:25]5[CH:30]=[CH:29][C:28]([F:31])=[CH:27][CH:26]=5)[CH2:13][CH2:12]4)[O:10][C:9]=32)=[CH:4][CH:3]=1. Procedure details: Compound 156 was synthesized using 9-bromospiro[naphtho[1,2-b][1,4]oxathiine-2,4′-piperidine]-5,6-dione, 1-(bromomethyl)-4-fluorobenzene and conditions outlined in general procedure W. M.p.=210-211° C.; 400 MHz 1H NMR (CDCl3) δ: 7.91-7.88 (m, 1H), 7.84-7.83 (m, 1H), 7.65-7.62 (m, 1H), 7.30-7.26 (m, 3H), 7.05-7.00 (m, 2H), 3.58 (s, 2H), 2.93 (s, 2H), 2.76-2.72 (m, 2H), 2.50-2.46 (m, 2H), 2.13-2.05 (m, 2H), 1.94-1.83 (m, 2H); LCMS: 488 [M+H]. Starting materials: NC1=NC=CC2=C(C=CC=C12)S(=O)(=O)N(CCCNC(=O)OC(C)(C)C)CCCC1=CC=CC=C1 (N-[(1-amino-5-isoquinolyl)sulfonyl]-N′-(tert-butoxycarbonyl)-N-(3-phenylpropyl)-1,3-propylenediamine), Cl.CO (hydrogen chloride methanol). Yields the product Cl.NC1=NC=CC2=C(C=CC=C12)S(=O)(=O)N(CCCN)CCCC1=CC=CC=C1 (N-[(1-amino-5-isoquinolyl)sulfonyl]-N-(3-phenylpropyl)-1,3-propylenediamine hydrochloride). As a reaction SMILES: [NH2:1][C:2]1[C:11]2[C:6](=[C:7]([S:12]([N:15]([CH2:27][CH2:28][CH2:29][C:30]3[CH:35]=[CH:34][CH:33]=[CH:32][CH:31]=3)[CH2:16][CH2:17][CH2:18][NH:19]C(OC(C)(C)C)=O)(=[O:14])=[O:13])[CH:8]=[CH:9][CH:10]=2)[CH:5]=[CH:4][N:3]=1.[ClH:36].CO>>[ClH:36].[NH2:1][C:2]1[C:11]2[C:6](=[C:7]([S:12]([N:15]([CH2:27][CH2:28][CH2:29][C:30]3[CH:31]=[CH:32][CH:33]=[CH:34][CH:35]=3)[CH2:16][CH2:17][CH2:18][NH2:19])(=[O:14])=[O:13])[CH:8]=[CH:9][CH:10]=2)[CH:5]=[CH:4][N:3]=1 |f:1.2,3.4|. Procedure details: According to the method of Example 1, Step C, deprotection was performed (5° C., 2 hours) by using Intermediate 14 (125 mg) and 10% hydrogen chloride/methanol solution (2.5 ml). The reaction mixture was cooled to room temperature, and then the solvent was evaporated under reduced pressure. The residue was added with methanol (0.5 ml) and diethyl ether (1.5 ml). The deposited precipitates were collected by filtration and washed with diethyl ether to obtain the title compound (90 mg) as white powd...